This data is from the Open Reaction Database (ORD), a public repository of structured organic reaction records. The task is: describe an organic reaction: reactants, conditions, products, and yield Starting materials: COCCOCCOC, CSc1nccc(=O)[nH]1, Nc1cccc(Cl)c1. The product is O=c1ccnc(Nc2cccc(Cl)c2)[nH]1. As a reaction SMILES: [CH3:18][O:19][CH2:20][CH2:21][O:22][CH2:23][CH2:24][O:25][CH3:26].[CH3:1][S:2][c:3]1[n:4][cH:5][cH:6][c:7](=[O:9])[nH:8]1.[Cl:10][c:11]1[cH:12][c:13]([NH2:14])[cH:15][cH:16][cH:17]1>>[c:3]1([NH:14][c:13]2[cH:12][c:11]([Cl:10])[cH:17][cH:16][cH:15]2)[n:4][cH:5][cH:6][c:7](=[O:9])[nH:8]1.